This data is from the Open Reaction Database (ORD), a public repository of structured organic reaction records. The task is: describe an organic reaction: reactants, conditions, products, and yield The reactants are CC(C(=O)N1CCOCC1)N1CCC(NC(=O)OCc2ccccc2)C1=O, CCO, [H][H]. The product is CC(C(=O)N1CCOCC1)N1CCC(N)C1=O. Reaction SMILES: [CH3:1][CH:2]([C:3](=[O:4])[N:5]1[CH2:6][CH2:7][O:8][CH2:9][CH2:10]1)[N:11]1[C:12](=[O:27])[CH:13]([NH:16][C:17](=[O:18])[O:19][CH2:20][c:21]2[cH:22][cH:23][cH:24][cH:25][cH:26]2)[CH2:14][CH2:15]1.[CH3:30][CH2:31][OH:32].[H:28][H:29]>>[CH3:1][CH:2]([C:3](=[O:4])[N:5]1[CH2:6][CH2:7][O:8][CH2:9][CH2:10]1)[N:11]1[C:12](=[O:27])[CH:13]([NH2:16])[CH2:14][CH2:15]1.